From a dataset of the Open Reaction Database (ORD), a public repository of structured organic reaction records. describe an organic reaction: reactants, conditions, products, and yield Reactants: COc1ccc(Cn2ncc3c([N+](=O)[O-])cccc32)cc1, CCO, O=[Pt]=O. Yields the product COc1ccc(Cn2ncc3c(N)cccc32)cc1. Reaction SMILES: [CH3:1][O:2][c:3]1[cH:4][cH:5][c:6]([CH2:7][n:8]2[n:9][cH:10][c:11]3[c:12]([N+:17]([O-:18])=[O:19])[cH:13][cH:14][cH:15][c:16]23)[cH:20][cH:21]1.[CH3:22][CH2:23][OH:24].[Pt:25](=[O:26])=[O:27]>>[CH3:1][O:2][c:3]1[cH:4][cH:5][c:6]([CH2:7][n:8]2[n:9][cH:10][c:11]3[c:12]([NH2:17])[cH:13][cH:14][cH:15][c:16]23)[cH:20][cH:21]1. Starting materials: C1=CC2=C(C(=C1)O)C(=O)C3=C(C=C(C=C3O)CO)C2=O (aloe-emodin), Cl (hydrochloric acid). Solvent: CS(=O)C (dimethyl sulphoxide), CS(=O)C (dimethyl sulphoxide), C(C)N(CC)CC (triethylamine). Conditions: time 15 minute. Product: OC1=CC(=CC=2C(C3=CC=CC(=C3C(C12)=O)O)=O)C=O (9,10-Dihydro-4,5-dihydroxy-9,10-dioxoanthracene-2-aldehyde). Reaction SMILES: [CH:1]1[CH:6]=[C:5]([OH:7])[C:4]2[C:8]([C:10]3[C:15]([OH:16])=[CH:14][C:13]([CH2:17][OH:18])=[CH:12][C:11]=3[C:19](=[O:20])[C:3]=2[CH:2]=1)=[O:9].Cl>CS(C)=O.C(N(CC)CC)C>[OH:16][C:15]1[C:10]2[C:8](=[O:9])[C:4]3[C:3](=[CH:2][CH:1]=[CH:6][C:5]=3[OH:7])[C:19](=[O:20])[C:11]=2[CH:12]=[C:13]([CH:17]=[O:18])[CH:14]=1. Procedure details: To aloe-emodin (5.0 g) in dry dimethyl sulphoxide (55 ml) and triethylamine (77 ml) was added a solution/suspension of sulphur trioxide-pyridine complex (29.4 g) in dry dimethyl sulphoxide (100 ml), dropwise with stirring, over 15 minutes. The addition was slightly exothermic and gave a dark brown solution, which was stirred at room temperature for 2-3 hours, then poured onto dilute hydrochloric acid (1000 ml, 0.5M), stirred for 15 minutes, then left to stand for 15 minutes. The suspension was f... The reactants are NC=1C2=C(N=CN1)N(C=C2C(=O)C=2C=C(C=CC2)NC(=O)NC2=CC(=CC(=C2)Cl)Cl)C2CCNCC2 (1-[3-(4-Amino-7-piperidin-4-yl-7H-pyrrolo[2,3-d]pyrimidine-5-carbonyl)-phenyl]-3-(3,5-dichloro-phenyl)-urea), C(C)=O (acetaldehyde), C(C)(=O)O[BH-](OC(C)=O)OC(C)=O.[Na+] (Sodium triacetoxyborohydride). Run in CN(C)C=O.C1CCOC1 (DMF THF). Conditions: time 3.5 hour. Product: NC=1C2=C(N=CN1)N(C=C2C(=O)C=2C=C(C=CC2)NC(=O)NC2=CC(=CC(=C2)Cl)Cl)C2CCN(CC2)CC (1-{3-[4-Amino-7-(1-ethyl-piperidin-4-yl)-7H-pyrrolo[2,3-d]pyrimidine-5-carbonyl]-phenyl}-3-(3,5-dichloro-phenyl)-urea). Yield: 10.5%. As a reaction SMILES: [NH2:1][C:2]1[C:3]2[C:10]([C:11]([C:13]3[CH:14]=[C:15]([NH:19][C:20]([NH:22][C:23]4[CH:28]=[C:27]([Cl:29])[CH:26]=[C:25]([Cl:30])[CH:24]=4)=[O:21])[CH:16]=[CH:17][CH:18]=3)=[O:12])=[CH:9][N:8]([CH:31]3[CH2:36][CH2:35][NH:34][CH2:33][CH2:32]3)[C:4]=2[N:5]=[CH:6][N:7]=1.[CH:37](=O)[CH3:38].C(O[BH-](OC(=O)C)OC(=O)C)(=O)C.[Na+]>CN(C=O)C.C1COCC1>[NH2:1][C:2]1[C:3]2[C:10]([C:11]([C:13]3[CH:14]=[C:15]([NH:19][C:20]([NH:22][C:23]4[CH:28]=[C:27]([Cl:29])[CH:26]=[C:25]([Cl:30])[CH:24]=4)=[O:21])[CH:16]=[CH:17][CH:18]=3)=[O:12])=[CH:9][N:8]([CH:31]3[CH2:32][CH2:33][N:34]([CH2:37][CH3:38])[CH2:35][CH2:36]3)[C:4]=2[N:5]=[CH:6][N:7]=1 |f:2.3,4.5|. Procedure: A solution of 1-[3-(4-Amino-7-piperidin-4-yl-7H-pyrrolo[2,3-d]pyrimidine-5-carbonyl)-phenyl]-3-(3,5-dichloro-phenyl)-urea (100 mg, 0.19 mmol) and acetaldehyde (8.4 mg, 0.19 mmol) in DMF/THF (20%, 10 mL) was stirred for 30 minutes at room temperature. Sodium triacetoxyborohydride (61 mg, 0.29 mmol) was added to the reaction mixture, stirred for 3.5 hours, and concentrated in vacuo. Purification by reverse phase preparative HPLC (HPLC method 2) provided the title compound as a white solid (11 mg, ... The reactants are ClC1=CC=NC2=CC(=C(C=C12)OC)OC (4-Chloro-6,7-dimethoxyquinoline), ClC=1C(=CC(=C(C(=O)C2=CC=CC=C2)C1)O)C (5-chloro-2-hydroxy-4-methylbenzophenone). Reagents/catalysts: CN(C1=CC=NC=C1)C (4-dimethylaminopyridine). Run in ClC1=C(C=CC=C1)Cl (o-dichlorobenzene). Reaction conditions: temperature 140 celsius, time 7 hour. Product: ClC=1C(=CC(=C(C1)C(=O)C1=CC=CC=C1)OC1=CC=NC2=CC(=C(C=C12)OC)OC)C ({5-Chloro-2-[(6,7-dimethoxy-4-quinolyl)oxy]-4-methylphenyl}(phenyl)methanone). The yield is 90.2%. Reaction SMILES: Cl[C:2]1[C:11]2[C:6](=[CH:7][C:8]([O:14][CH3:15])=[C:9]([O:12][CH3:13])[CH:10]=2)[N:5]=[CH:4][CH:3]=1.[Cl:16][C:17]1[C:18]([CH3:32])=[CH:19][C:20]([OH:31])=[C:21]([CH:30]=1)[C:22]([C:24]1[CH:29]=[CH:28][CH:27]=[CH:26][CH:25]=1)=[O:23]>CN(C)C1C=CN=CC=1.ClC1C=CC=CC=1Cl>[Cl:16][C:17]1[C:18]([CH3:32])=[CH:19][C:20]([O:31][C:2]2[C:11]3[C:6](=[CH:7][C:8]([O:14][CH3:15])=[C:9]([O:12][CH3:13])[CH:10]=3)[N:5]=[CH:4][CH:3]=2)=[C:21]([C:22]([C:24]2[CH:29]=[CH:28][CH:27]=[CH:26][CH:25]=2)=[O:23])[CH:30]=1. Reported procedure: 4-Chloro-6,7-dimethoxyquinoline (100 mg), 5-chloro-2-hydroxy-4-methylbenzophenone (443 mg), and 4-dimethylaminopyridine (220 mg) were suspended in o-dichlorobenzene (1 ml), and the mixture was stirred at 140° C. for 7 hr. The reaction solution was cooled to room temperature, and the solvent was removed by distillation under the reduced pressure. Water was then added to the residue, and the mixture was extracted with chloroform. The chloroform layer was washed with water and was dried over anhydr... Reactants: COc1ccc(CCc2ccc(OC)cc2N)cc1, Cl, O=C(Cl)c1ccc(OCCN2CCCCC2)cc1. The product is COc1ccc(CCc2ccc(OC)cc2NCc2ccc(OCCN3CCCCC3)cc2)cc1. As a reaction SMILES: [CH3:1][O:2][c:3]1[cH:4][cH:5][c:6]([CH2:10][CH2:11][c:12]2[cH:13][cH:14][c:15]([O:18][CH3:19])[cH:16][cH:17]2)[c:7]([NH2:9])[cH:8]1.[ClH:20].[N:21]1([CH2:27][CH2:28][O:29][c:30]2[cH:31][cH:32][c:33]([C:34]([Cl:35])=[O:36])[cH:37][cH:38]2)[CH2:22][CH2:23][CH2:24][CH2:25][CH2:26]1>>[CH3:1][O:2][c:3]1[cH:4][cH:5][c:6]([CH2:10][CH2:11][c:12]2[cH:13][cH:14][c:15]([O:18][CH3:19])[cH:16][cH:17]2)[c:7]([NH:9][CH2:34][c:33]2[cH:32][cH:31][c:30]([O:29][CH2:28][CH2:27][N:21]3[CH2:22][CH2:23][CH2:24][CH2:25][CH2:26]3)[cH:38][cH:37]2)[cH:8]1. The reactants are OC1=CC=C(C=O)C=C1 (4-hydroxybenzaldehyde), BrCCCCCl (1-bromo-4-chlorobutane), C([O-])([O-])=O.[K+].[K+] (potassium carbonate), [BH4-].[Na+] (sodium borohydride), COC1=C(C=CC=C1)N1CCNCC1 (1-(2-methoxyphenyl)-piperazine), C([O-])([O-])=O.[Na+].[Na+] (sodium carbonate), [I-].[K+] (potassium iodide), C(=O)(N1C=NC=C1)N1C=NC=C1 (1,1′-carbonyl diimidazole), [OH-].[NH4+] (ammonium hydroxide). Run in O (water), CC(=O)C (acetone). Conditions: temperature 25 celsius, time 2 hour. Yields the product COC1=C(C=CC=C1)N1CCN(CC1)CCCCOC1=CC=C(COC(N)=O)C=C1 (Carbamic acid 4-{4-[4-(2-methoxy-phenyl)-piperazine-1-yl]-butoxy}-benzyl ester). RXN SMILES: [OH:1][C:2]1[CH:9]=[CH:8][C:5]([CH:6]=[O:7])=[CH:4][CH:3]=1.Br[CH2:11][CH2:12][CH2:13][CH2:14]Cl.C(=O)([O-])[O-].[K+].[K+].[BH4-].[Na+].[CH3:24][O:25][C:26]1[CH:31]=[CH:30][CH:29]=[CH:28][C:27]=1[N:32]1[CH2:37][CH2:36][NH:35][CH2:34][CH2:33]1.C(=O)([O-])[O-].[Na+].[Na+].[I-].[K+].[C:46](N1C=CN=C1)([N:48]1C=CN=C1)=[O:47].[OH-].[NH4+]>CC(C)=O.O>[CH3:24][O:25][C:26]1[CH:31]=[CH:30][CH:29]=[CH:28][C:27]=1[N:32]1[CH2:37][CH2:36][N:35]([CH2:11][CH2:12][CH2:13][CH2:14][O:1][C:2]2[CH:9]=[CH:8][C:5]([CH2:6][O:7][C:46](=[O:47])[NH2:48])=[CH:4][CH:3]=2)[CH2:34][CH2:33]1 |f:2.3.4,5.6,8.9.10,11.12,14.15|. Procedure: A mixture of 4-hydroxybenzaldehyde (5 mmol), 1-bromo-4-chlorobutane (5 mmol), and potassium carbonate (15 mmol) was refluxed in 100 ml of acetone for 6 h. This solution was then concentrated on a rotary evaporator and diluted with ethyl acetate. This mixture was then washed with brine, and the resulting organic layer was dried and purified by column chromatography. This was dissolved in methanol (50 ml) and was added with sodium borohydride (10 mmol) at 25° C., and stirred at 25° C. for 2 h. Thi... Reactants: ClC=1C=C(N)C=C(C1)CC (3-chloro-5-ethylaniline), C(C)OC(=O)C#CC(=O)OCC (diethylacetylene dicarboxylate). Yields the product ClC1=CC(=C2C(C=C(NC2=C1)C(=O)OCC)=O)CC (ethyl 7-chloro-5-ethyl-4-oxo-1,4-dihydroquinoline-2 -carboxylate). RXN SMILES: [Cl:1][C:2]1[CH:3]=[C:4]([CH:6]=[C:7]([CH2:9][CH3:10])[CH:8]=1)[NH2:5].[CH2:11]([O:13][C:14]([C:16]#[C:17][C:18](OCC)=[O:19])=[O:15])[CH3:12]>>[Cl:1][C:2]1[CH:3]=[C:4]2[C:6]([C:18](=[O:19])[CH:17]=[C:16]([C:14]([O:13][CH2:11][CH3:12])=[O:15])[NH:5]2)=[C:7]([CH2:9][CH3:10])[CH:8]=1. Procedure details: Reaction of 3-chloro-5-ethylaniline (0.9 g) with diethylacetylene dicarboxylate (0.93 ml) as described in Example 1b gave a mixture of the two 5,7-regioisomers (800 mg). The isomers were separated by silica chromatography to give ethyl 7-chloro-5-ethyl-4-oxo-1,4-dihydroquinoline-2 -carboxylate (250 mg), mp 222°-3° C.; δ (360 MHz, DMSO-d6) 1.15 (3H, t, CH2CH3), 1.36 (3H, t, CO2CH2CH3), 3.25 (2H, q, CH2CH3), 4.42 (2H, q, CO2CH2) 6.57 (1H, s, 3-H), 7.12 (1H, d, 8-H), 7.87 (1H, d, 6-H) and 11.75 (1H... Reactants: COC(=O)NC1=NC2=C(N1)C=CC(=C2)OS(=O)(=O)C2=CC=C(C=C2)NCC2CC2 (4-(cyclopropylmethyl-amino)-benzene sulfonic acid 2-methoxycarbonylamino-1H-benzoimidazol-5-yl ester), NCCC1CNCCO1 (2-(aminoethyl)-morpholine), CN1C(CCC1)=O (N-methylpyrrolidinone). Run in O1CCCC1 (tetrahydrofuran). The product is N1(CCOCC1)CCNC(NC1=NC2=C(N1)C=CC(=C2)OS(=O)(=O)C2=CC=C(C=C2)NCC2CC2)=O (4-(cyclopropylmethyl-amino)-benzenesulfonic acid 2-[3-(2-morpholin-4-yl-ethyl)-ureido]-1H-benzoimidazol-5-yl ester). RXN SMILES: CO[C:3]([NH:5][C:6]1[NH:10][C:9]2[CH:11]=[CH:12][C:13]([O:15][S:16]([C:19]3[CH:24]=[CH:23][C:22]([NH:25][CH2:26][CH:27]4[CH2:29][CH2:28]4)=[CH:21][CH:20]=3)(=[O:18])=[O:17])=[CH:14][C:8]=2[N:7]=1)=[O:4].NCC[CH:33]1[O:38][CH2:37][CH2:36][NH:35][CH2:34]1.C[N:40]1CC[CH2:42][C:41]1=O>O1CCCC1>[N:35]1([CH2:42][CH2:41][NH:40][C:3](=[O:4])[NH:5][C:6]2[NH:10][C:9]3[CH:11]=[CH:12][C:13]([O:15][S:16]([C:19]4[CH:24]=[CH:23][C:22]([NH:25][CH2:26][CH:27]5[CH2:28][CH2:29]5)=[CH:21][CH:20]=4)(=[O:18])=[O:17])=[CH:14][C:8]=3[N:7]=2)[CH2:34][CH2:33][O:38][CH2:37][CH2:36]1. Procedure: A solution of 4-(cyclopropylmethyl-amino)-benzenesulfonic acid 2-methoxycarbonylamino-3H-benzoimidazol-5-yl ester (example 67, 40 mg) and 2-(aminoethyl)-morpholine (125 mg) in tetrahydrofuran (2 ml) and N-methylpyrrolidinone (0.2 ml) was heated at 90° C. for 36 hours. The reaction mixture was then evaporated and purified by triggered LC/MS to give 4-(cyclopropylmethyl-amino)-benzenesulfonic acid 2-[3-(2-morpholin-4-yl-ethyl)-ureido]-1H-benzoimidazol-5-yl ester as an off-white solid (27 mg). Mass... Starting materials: ClC=1N=C(C2=C(N1)N=C(S2)N(C2CCN(CC2)C)C)N2CCOCC2 (5-Chloro-N-methyl-N-(1-methylpiperidin-4-yl)-7-morpholinothiazolo[4,5-d]pyrimidin-2-amine), NC1=NC=C(C=C1)B1OC(C)(C)C(C)(C)O1 (2-aminopyridine-5-boronic acid pinacol ester), C(C)(=O)[O-].[K+] (potassium acetate). Reagents/catalysts: Cl[Pd]([P](C1=CC=CC=C1)(C2=CC=CC=C2)C3=CC=CC=C3)([P](C4=CC=CC=C4)(C5=CC=CC=C5)C6=CC=CC=C6)Cl (trans-dichlorobis(triphenylphosphine)palladium(II)). The solvent is C(C)#N (acetonitrile). The product is NC1=CC=C(C=N1)C=1N=C(C2=C(N1)N=C(S2)N(C2CCN(CC2)C)C)N2CCOCC2 (5-(6-aminopyridin-3-yl)-N-methyl-N-(1-methylpiperidin-4-yl)-7-morpholinothiazolo[4,5-d]pyrimidin-2-amine). RXN SMILES: Cl[C:2]1[N:3]=[C:4]([N:20]2[CH2:25][CH2:24][O:23][CH2:22][CH2:21]2)[C:5]2[S:10][C:9]([N:11]([CH3:19])[CH:12]3[CH2:17][CH2:16][N:15]([CH3:18])[CH2:14][CH2:13]3)=[N:8][C:6]=2[N:7]=1.[NH2:26][C:27]1[CH:32]=[CH:31][C:30](B2OC(C)(C)C(C)(C)O2)=[CH:29][N:28]=1.C([O-])(=O)C.[K+]>Cl[Pd](Cl)([P](C1C=CC=CC=1)(C1C=CC=CC=1)C1C=CC=CC=1)[P](C1C=CC=CC=1)(C1C=CC=CC=1)C1C=CC=CC=1.C(#N)C>[NH2:26][C:27]1[N:28]=[CH:29][C:30]([C:2]2[N:3]=[C:4]([N:20]3[CH2:25][CH2:24][O:23][CH2:22][CH2:21]3)[C:5]3[S:10][C:9]([N:11]([CH3:19])[CH:12]4[CH2:17][CH2:16][N:15]([CH3:18])[CH2:14][CH2:13]4)=[N:8][C:6]=3[N:7]=2)=[CH:31][CH:32]=1 |f:2.3,^1:49,68|. Procedure: 5-Chloro-N-methyl-N-(1-methylpiperidin-4-yl)-7-morpholinothiazolo[4,5-d]pyrimidin-2-amine, 2-aminopyridine-5-boronic acid pinacol ester (2 eq), and trans-dichlorobis(triphenylphosphine)palladium(II) (0.1 eq) were slurried with equal parts 1M potassium acetate (3 eq) and acetonitrile. The solution was microwaved at 140° C. for 10 minutes. The solvent was removed in vacuo and the resulting precipitate was purified by reverse phase silica gel chromatography to give the product 144. Reactants: C(C(C)C)=O (isobutyraldehyde), ClC(C(=O)[O-])(Cl)Cl.[Na+] (sodium trichloroacetate), CN(C=O)C (N,N-dimethylformamide), O (water). Reaction conditions: time 1 hour. Yields the product C(OC(C(Cl)(Cl)Cl)C(C)C)([O-])=O.[Na+] (sodium 1,1,1-trichloro-3-methyl-2-butyl carbonate). RXN SMILES: [CH:1](=[O:5])[CH:2]([CH3:4])[CH3:3].[Cl:6][C:7]([Cl:12])([Cl:11])C([O-])=O.[Na+:13].CN(C)[CH:16]=[O:17].[OH2:19]>>[C:16](=[O:17])([O-:19])[O:5][CH:1]([CH:2]([CH3:4])[CH3:3])[C:7]([Cl:12])([Cl:11])[Cl:6].[Na+:13] |f:1.2,5.6|. Procedure: A 10 ml flask was charged with isobutyraldehyde (4.46 mmol), sodium trichloroacetate (4.9 mmol) and N,N-dimethylformamide (2 ml). After 2 minutes' mixing and standing for one hour the flask contained a thick slurry, which was poured out into water-free diethyl ether (100 ml). After decanting the solution the solid material was separated by centrifugation and the separated solid material was dried for 1 hour at 40° C. and 80 Pa. The dried material consisted of the title carbonate and showed the f...